Dataset: the Open Reaction Database (ORD), a public repository of structured organic reaction records. Task: describe an organic reaction: reactants, conditions, products, and yield Reactants: NC(CO)CC (2-amino-1-butanol), C1(CCCCC1)N=C=NC1CCCCC1 (N,N′-dicyclohexylcarbodiimide), BrC1(CC1)C(=O)O (1-bromocyclopropanecarboxylic acid), ON1C(CCC1=O)=O (N-hydroxysuccinimide). Solvent: C(Cl)Cl (methylene chloride). The product is BrC1(CC1)C(=O)NCCCCO (1-bromo-N-[(1-hydroxymethyl)propyl]-cyclopropane-1-carboxamide). Yield: 76.0%. RXN SMILES: C1(N=C=NC2CCCCC2)CCCCC1.[Br:16][C:17]1([C:20]([OH:22])=O)[CH2:19][CH2:18]1.O[N:24]1[C:28](=[O:29])[CH2:27][CH2:26][C:25]1=O.NC(CC)CO>C(Cl)Cl>[Br:16][C:17]1([C:20]([NH:24][CH2:25][CH2:26][CH2:27][CH2:28][OH:29])=[O:22])[CH2:19][CH2:18]1. Reported procedure: 7.45 g of N,N′-dicyclohexylcarbodiimide is added at 0° C. under nitrogen to a solution of 5.0 g of 1-bromocyclopropanecarboxylic acid 4 and 4.18 g of N-hydroxysuccinimide in 87 ml of methylene chloride, and it is stirred for 1.5 more hours. Then, 7.46 ml of 2-amino-1-butanol is added, and it is stirred for 2 hours at room temperature. After dilution with methylene chloride, it is filtered, concentrated by evaporation, and the residue is chromatographed on silica gel with ethyl acetate/hexane. 5.... Reactants: C(CCCCC)C1=C(OCC2OC(OC2)(C)C)C=CC(=C1)CCCCCCCCCCCCCC (4-[(2-hexyl-4-tetradecylphenoxy)methyl]-2,2-dimethyl-1,3-dioxolane), Cl (hydrochloric acid). The solvent is O1CCCC1 (tetrahydrofuran). Product: C(CCCCC)C1=C(OCC(CO)O)C=CC(=C1)CCCCCCCCCCCCCC (3-(2-Hexyl-4-tetradecylphenoxy)-1,2-propanediol). Isolated yield 98.5%. RXN SMILES: [CH2:1]([C:7]1[CH:21]=[C:20]([CH2:22][CH2:23][CH2:24][CH2:25][CH2:26][CH2:27][CH2:28][CH2:29][CH2:30][CH2:31][CH2:32][CH2:33][CH2:34][CH3:35])[CH:19]=[CH:18][C:8]=1[O:9][CH2:10][CH:11]1[CH2:15][O:14]C(C)(C)[O:12]1)[CH2:2][CH2:3][CH2:4][CH2:5][CH3:6].Cl>O1CCCC1>[CH2:1]([C:7]1[CH:21]=[C:20]([CH2:22][CH2:23][CH2:24][CH2:25][CH2:26][CH2:27][CH2:28][CH2:29][CH2:30][CH2:31][CH2:32][CH2:33][CH2:34][CH3:35])[CH:19]=[CH:18][C:8]=1[O:9][CH2:10][CH:11]([OH:12])[CH2:15][OH:14])[CH2:2][CH2:3][CH2:4][CH2:5][CH3:6]. Procedure details: A mixture of 13.6 g of 4-[(2-hexyl-4-tetradecylphenoxy)methyl]-2,2-dimethyl-1,3-dioxolane, 10 ml of 5% hydrochloric acid and 250 ml of tetrahydrofuran was heated at reflux for 4 hours, then allowed to cool and the tetrahydrofuran removed under reduced pressure. The mixture was then extracted several times with ethyl acetate. The organic extracts were combined, washed with aqueous sodium bicarbonate, dried and the solvent evaporated, giving 12.3 g of the desired compound. Starting materials: C1(CC1)C1=C(C=NO1)C(=O)C1=C(C2=C(OC(O2)(F)F)C=C1)S(=O)C (5-cyclopropyl-4-(2,2-difluoro-4-methylsulphinyl-1,3-benzodioxol-5-oyl)isoxazole), ClC1=CC(=CC=C1)C(=O)OO (m-chloroperbenzoic acid). Solvent: ClCCl (dichloromethane). Yields the product C1(CC1)C1=C(C=NO1)C(=O)C1=C(C2=C(OC(O2)(F)F)C=C1)S(=O)(=O)C (5-cyclopropyl-4-(2,2-difluoro-4-methylsulphonyl-1,3-benzodioxol-5-oyl)isoxazole). The yield is 89.9%. RXN SMILES: [CH:1]1([C:4]2[O:8][N:7]=[CH:6][C:5]=2[C:9]([C:11]2[CH:21]=[CH:20][C:14]3[O:15][C:16]([F:19])([F:18])[O:17][C:13]=3[C:12]=2[S:22]([CH3:24])=[O:23])=[O:10])[CH2:3][CH2:2]1.ClC1C=CC=C(C(OO)=[O:33])C=1>ClCCl>[CH:1]1([C:4]2[O:8][N:7]=[CH:6][C:5]=2[C:9]([C:11]2[CH:21]=[CH:20][C:14]3[O:15][C:16]([F:19])([F:18])[O:17][C:13]=3[C:12]=2[S:22]([CH3:24])(=[O:33])=[O:23])=[O:10])[CH2:2][CH2:3]1. Procedure: A solution of 5-cyclopropyl-4-(2,2-difluoro-4-methylsulphinyl-1,3-benzodioxol-5-oyl)isoxazole (1.0 g) in dichloromethane was stirred with m-chloroperbenzoic acid (55%, 1.33 g) for 5 hours, then washed in turn with sodium metabisulphite solution, saturated sodium bicarbonate solution and water. The solution was dried (magnesium sulphate), evaporated to dryness and the residue recrystallised from toluene/cyclohexane to give 5-cyclopropyl-4-(2,2-difluoro-4-methylsulphonyl-1,3-benzodioxol-5-oyl)isox... The reactants are ClC(=O)N1C2=C(NC(C3=C1C=CC=C3)=O)C=CC=N2 (11-(chlorocarbonyl)-5,11-dihydro-6H-pyrido[2,3-b][1,4]benzodiazepin-6-one), N1(CCCCCC1)CC1CN(CCC1)CCN (2[3-[(hexahydro-1H-azepin-1-yl)methyl]-piperidin-1-yl]ethanamine). Solvent: C(C)#N (acetonitrile). The product is N1(CCCCCC1)CC1CN(CCC1)CCNC(=O)N1C2=C(NC(C3=C1C=CC=C3)=O)C=CC=N2 (5,11-Dihydro-11-[[[2-[3-[(hexahydro-1H-azepin-1-yl)methyl]-piperidin-1-yl]ethyl]amino]carbonyl]-6H-pyrido[2,3-b][1,4]benzodiazepin-6-one). Yield: 69.0%. Reaction SMILES: Cl[C:2]([N:4]1[C:10]2[CH:11]=[CH:12][CH:13]=[CH:14][C:9]=2[C:8](=[O:15])[NH:7][C:6]2[CH:16]=[CH:17][CH:18]=[N:19][C:5]1=2)=[O:3].[N:20]1([CH2:27][CH:28]2[CH2:33][CH2:32][CH2:31][N:30]([CH2:34][CH2:35][NH2:36])[CH2:29]2)[CH2:26][CH2:25][CH2:24][CH2:23][CH2:22][CH2:21]1>C(#N)C>[N:20]1([CH2:27][CH:28]2[CH2:33][CH2:32][CH2:31][N:30]([CH2:34][CH2:35][NH:36][C:2]([N:4]3[C:10]4[CH:11]=[CH:12][CH:13]=[CH:14][C:9]=4[C:8](=[O:15])[NH:7][C:6]4[CH:16]=[CH:17][CH:18]=[N:19][C:5]3=4)=[O:3])[CH2:29]2)[CH2:26][CH2:25][CH2:24][CH2:23][CH2:22][CH2:21]1. Reported procedure: Prepared analogously to Example 46 from 11-(chlorocarbonyl)-5,11-dihydro-6H-pyrido[2,3-b][1,4]benzodiazepin-6-one and 2[3-[(hexahydro-1H-azepin-1-yl)methyl]-piperidin-1-yl]ethanamine in a yield of 69% of theory. Colourless crystals, m.p. 135°-137° C. (acetonitrile).